The task is: describe an organic reaction: reactants, conditions, products, and yield. This data is from the Open Reaction Database (ORD), a public repository of structured organic reaction records. The reactants are COC=1C=C(C=CC1)C1=NC=C(C=C1C1=CC=CC=C1)[N+](=O)[O-] (2-(3-methoxyphenyl)-5-nitro-3-phenylpyridine). Reagents/catalysts: [Pd] (Pd/C). Solvent: C(C)O (ethanol). Conditions: time 16 hour. The product is COC=1C=C(C=CC1)C1=C(C=C(C=N1)N)C1=CC=CC=C1 (6-(3-Methoxyphenyl)-5-phenylpyridin-3-amine). Yield: 68.9%. RXN SMILES: [CH3:1][O:2][C:3]1[CH:4]=[C:5]([C:9]2[C:14]([C:15]3[CH:20]=[CH:19][CH:18]=[CH:17][CH:16]=3)=[CH:13][C:12]([N+:21]([O-])=O)=[CH:11][N:10]=2)[CH:6]=[CH:7][CH:8]=1>C(O)C.[Pd]>[CH3:1][O:2][C:3]1[CH:4]=[C:5]([C:9]2[N:10]=[CH:11][C:12]([NH2:21])=[CH:13][C:14]=2[C:15]2[CH:20]=[CH:19][CH:18]=[CH:17][CH:16]=2)[CH:6]=[CH:7][CH:8]=1. Reported procedure: A mixture of 2-(3-methoxyphenyl)-5-nitro-3-phenylpyridine (0.84 mmol, 0.257 g) and Pd/C 10% (0.08 mmol, 0.009 g) in ethanol (5 ml) was stirred for 16 hours under hydrogen atmosphere. The catalyst was filtered off and the solid thoughtfully washed with warm ethanol. The filtrate was evaporated and the crude was purified by chromatography over SiO2 eluting with DCM/methanol mixtures and affording 0.160 g (yield 69%) of the expected product. Starting materials: CN(CC(=O)O)C (N,N-dimethylglycine), C([O-])([O-])=O.[Cs+].[Cs+] (cesium carbonate), FC1=CC=C(C=C1)N1C(C=2N(CC1)N=C(C2)CO)=O (5-(4-fluoro-phenyl)-2-hydroxymethyl-6,7-dihydro-5H-pyrazolo[1,5-a]pyrazin-4-one), BrC=1C=NC=CC1 (3-bromopyridine), C([O-])([O-])=O.[Cs+].[Cs+] (cesium carbonate), CN(CC(=O)O)C (N,N-dimethylglycine). The reagents and catalysts are [Cu]I (copper (I) iodide), [Cu]I (Copper (I) iodide). Solvent: CCOC(=O)C (AcOEt), O1CCOCC1 (1,4-dioxane). Reaction conditions: temperature 100 celsius, time 16 hour. Yields the product FC1=CC=C(C=C1)N1C(C=2N(CC1)N=C(C2)COC=2C=NC=CC2)=O (5-(4-fluorophenyl)-2-(pyridin-3-yloxymethyl)-6,7-dihydro-5H-pyrazolo[1,5-a]pyrazin-4-one). Isolated yield 10.9%. Reaction SMILES: [F:1][C:2]1[CH:7]=[CH:6][C:5]([N:8]2[CH2:13][CH2:12][N:11]3[N:14]=[C:15]([CH2:17][OH:18])[CH:16]=[C:10]3[C:9]2=[O:19])=[CH:4][CH:3]=1.Br[C:21]1[CH:22]=[N:23][CH:24]=[CH:25][CH:26]=1.C(=O)([O-])[O-].[Cs+].[Cs+].CN(C)CC(O)=O>O1CCOCC1.CCOC(C)=O.[Cu]I>[F:1][C:2]1[CH:7]=[CH:6][C:5]([N:8]2[CH2:13][CH2:12][N:11]3[N:14]=[C:15]([CH2:17][O:18][C:21]4[CH:22]=[N:23][CH:24]=[CH:25][CH:26]=4)[CH:16]=[C:10]3[C:9]2=[O:19])=[CH:4][CH:3]=1 |f:2.3.4|. Procedure: Copper (I) iodide (7.3 mg, 0.038 mmol) was added to a stirred suspension of 5-(4-fluoro-phenyl)-2-hydroxymethyl-6,7-dihydro-5H-pyrazolo[1,5-a]pyrazin-4-one (50 mg, 0.19 mmol), 3-bromopyridine (0.073 mL, 0.76 mmol), cesium carbonate (0.25 g, 0.77 mmol) and N,N-dimethylglycine (7.89 mg, 0.077 mmol) in 1,4-dioxane (1 mL) in a sealed tube and under nitrogen. The mixture was stirred at 100° C. for 16 hours. More copper (I) iodide (7.3 mg, 0.038 mmol) was added, N,N-dimethylglycine (7.89 mg, 0.077 mmo... The reactants are NC(CC=1N(N=C2C(=NC=3C=CC=CC3C21)N)CCC)(C)C (1-(2-amino-2-methylpropyl)-2-propyl-2H-pyrazolo[3,4-c]quinolin-4-amine), Cl.C(C1=CC=NC=C1)(=O)Cl (isonicotinoyl chloride hydrochloride). Yields the product NC1=NC=2C=CC=CC2C=2C1=NN(C2CC(C)(C)NC(C2=CC=NC=C2)=O)CCC (N-[2-(4-amino-2-propyl-2H-pyrazolo[3,4-c]quinolin-1-yl)-1,1-dimethylethyl]isonicotinamide). Isolated yield 67.9%. Reaction SMILES: [NH2:1][C:2]([CH3:22])([CH3:21])[CH2:3][C:4]1[N:5]([CH2:18][CH2:19][CH3:20])[N:6]=[C:7]2[C:16]=1[C:15]1[CH:14]=[CH:13][CH:12]=[CH:11][C:10]=1[N:9]=[C:8]2[NH2:17].Cl.[C:24](Cl)(=[O:31])[C:25]1[CH:30]=[CH:29][N:28]=[CH:27][CH:26]=1>>[NH2:17][C:8]1[C:7]2=[N:6][N:5]([CH2:18][CH2:19][CH3:20])[C:4]([CH2:3][C:2]([NH:1][C:24](=[O:31])[C:25]3[CH:30]=[CH:29][N:28]=[CH:27][CH:26]=3)([CH3:21])[CH3:22])=[C:16]2[C:15]2[CH:14]=[CH:13][CH:12]=[CH:11][C:10]=2[N:9]=1 |f:1.2|. Procedure details: Using the method of Example 68, 1-(2-amino-2-methylpropyl)-2-propyl-2H-pyrazolo[3,4-c]quinolin-4-amine (prepared as described in Example 64, 770 mg, 2.59 mmol) was reacted with isonicotinoyl chloride hydrochloride (1.15 mg, 6.48 mmol). The crude product was purified as described in Example 68 to provide 708 mg of N-[2-(4-amino-2-propyl-2H-pyrazolo[3,4-c]quinolin-1-yl)-1,1-dimethylethyl]isonicotinamide as an off-white solid, mp 148-150° C. MS (APCI) m/z 403 (M+H)+; Anal. Cacld for C23H26N6O: C, 6... Reactants: CC1=C(C(=C2CCCC2=C1C)C(CCCCCC(=O)OC)C1=CC=C(C=C1)F)O (methyl 7-(6,7-dimethyl-5-hydroxyindan-4-yl)-7-(4-fluorophenyl)heptanoate), [Cr](=O)(=O)([O-])Cl.[NH+]1=CC=CC=C1 (pyridinium chlorochromate). Run in C1=CC=CC=C1 (benzene). Conditions: time 2 hour. The product is CC1=C(C(=C2CCC(C2=C1C)=O)C(CCCCCC(=O)O)C1=CC=C(C=C1)F)O (7-(6,7-dimethyl-5-hydroxy-1-oxoindan-4-yl)-7-(4-fluorophenyl)heptanoic acid). Yield: 28.6%. As a reaction SMILES: [CH3:1][C:2]1[C:10]([CH3:11])=[C:9]2[C:5]([CH2:6][CH2:7][CH2:8]2)=[C:4]([CH:12]([C:22]2[CH:27]=[CH:26][C:25]([F:28])=[CH:24][CH:23]=2)[CH2:13][CH2:14][CH2:15][CH2:16][CH2:17][C:18]([O:20]C)=[O:19])[C:3]=1[OH:29].[Cr](Cl)([O-])(=O)=[O:31].[NH+]1C=CC=CC=1>C1C=CC=CC=1>[CH3:1][C:2]1[C:10]([CH3:11])=[C:9]2[C:5]([CH2:6][CH2:7][C:8]2=[O:31])=[C:4]([CH:12]([C:22]2[CH:23]=[CH:24][C:25]([F:28])=[CH:26][CH:27]=2)[CH2:13][CH2:14][CH2:15][CH2:16][CH2:17][C:18]([OH:20])=[O:19])[C:3]=1[OH:29] |f:1.2|. Reported procedure: To a solution of methyl 7-(6,7-dimethyl-5-hydroxyindan-4-yl)-7-(4-fluorophenyl)heptanoate (1.4 g) in benzene (40 ml) was added a mixture of pyridinium chlorochromate (3.8 g) and cerite (7 g) and the mixture was stirred for 2 hours. The reaction mixture was filtered and the filtrate was washed with water and saturated saline and dried with magnesium sulfate. Tetrahydrofuran (10 ml) and 1N sodium hydroxide (10 ml) were added to the residue and the mixture was stirred at room temperature for 13 hou... Reactants: FC=1C=C(C=CC1C=1N(C=C(N1)C(F)(F)F)COCC[Si](C)(C)C)C=1C(=CC(=NC1)OCC1(CCC1)C(=O)O)C (1-{[(5-{3-fluoro-4-[4-(trifluoromethyl)-1-{[2-(trimethylsilyl)ethoxy]methyl}-1H-imidazol-2-yl]phenyl}-4-methylpyridin-2-yl)oxy]methyl}cyclobutanecarboxylic acid). Solvent: FC(C(=O)O)(F)F (trifluoroacetic acid), O (water). Run at temperature 50 celsius, time 3 hour. Yields the product FC=1C=C(C=CC1C=1NC(=CN1)C(F)(F)F)C=1C(=CC(=NC1)OCC1(CCC1)C(=O)O)C (1-{[(5-{3-fluoro-4-[5-(trifluoromethyl)-1H-imidazol-2-yl]phenyl}-4-methylpyridin-2-yl)oxy]methyl}cyclobutanecarboxylic acid). The yield is 86.3%. As a reaction SMILES: [F:1][C:2]1[CH:3]=[C:4]([C:25]2[C:26]([CH3:40])=[CH:27][C:28]([O:31][CH2:32][C:33]3([C:37]([OH:39])=[O:38])[CH2:36][CH2:35][CH2:34]3)=[N:29][CH:30]=2)[CH:5]=[CH:6][C:7]=1[C:8]1[N:9](COCC[Si](C)(C)C)[CH:10]=[C:11]([C:13]([F:16])([F:15])[F:14])[N:12]=1>FC(F)(F)C(O)=O.O>[F:1][C:2]1[CH:3]=[C:4]([C:25]2[C:26]([CH3:40])=[CH:27][C:28]([O:31][CH2:32][C:33]3([C:37]([OH:39])=[O:38])[CH2:36][CH2:35][CH2:34]3)=[N:29][CH:30]=2)[CH:5]=[CH:6][C:7]=1[C:8]1[NH:12][C:11]([C:13]([F:14])([F:16])[F:15])=[CH:10][N:9]=1. Reported procedure: In trifluoroacetic acid (3.0 mL) and water (0.3 mL) was dissolved 1-{[(5-{3-fluoro-4-[4-(trifluoromethyl)-1-{[2-(trimethylsilyl)ethoxy]methyl}-1H-imidazol-2-yl]phenyl}-4-methylpyridin-2-yl)oxy]methyl}cyclobutanecarboxylic acid (299 mg), and the solution was stirred at 50° C. for 3 hours. The reaction mixture was concentrated under reduced pressure, the residue was made a pH=4 with a saturated aqueous sodium hydrogen carbonate solution and 1N hydrochloric acid, extracted with ethyl acetate, and t... The reactants are C1(=CC=CC=C1)CCCBr (3-phenylpropylbromide), ice, C(CC(=O)OCC)(=O)OCC (diethyl malonate), [H-].[Na+] (sodium hydride). Solvent: CN(C=O)C (dimethylformamide). Reaction conditions: time 8 hour. Product: C1(=CC=CC=C1)CCCC(C(=O)OCC)C(=O)OCC (Diethyl 3-phenylpropylmalonate). Isolated yield 97.0%. RXN SMILES: [C:1]([O:9][CH2:10][CH3:11])(=[O:8])[CH2:2][C:3]([O:5][CH2:6][CH3:7])=[O:4].[H-].[Na+].[C:14]1([CH2:20][CH2:21][CH2:22]Br)[CH:19]=[CH:18][CH:17]=[CH:16][CH:15]=1>CN(C)C=O>[C:14]1([CH2:20][CH2:21][CH2:22][CH:2]([C:3]([O:5][CH2:6][CH3:7])=[O:4])[C:1]([O:9][CH2:10][CH3:11])=[O:8])[CH:19]=[CH:18][CH:17]=[CH:16][CH:15]=1 |f:1.2|. Procedure: An ice-cold solution of diethyl malonate (5.81 ml, 40 mmol) in dimethylformamide (60 ml) was treated portionwise with sodium hydride (1.6 g, 40 mmol 60% dispersion in oil). After 0.25 h 3-phenylpropylbromide (6.71 ml, 44 mmol) was added and the reaction stirred overnight at room temperature. Work-up and chromatography as described in Example 37a) gave the title compound as a colourless oil (10.8 g, 97%); The reactants are [Cl-].[NH4+] (ammonium chloride), C1=CC(=CN=C1)C=O (nicotinic aldehyde), O1C(CCCC1)OC1OCCCC1 (tetrahydropyranyl ether), BrC1=CC=C(C=C1)/C=C(/COCCO)\C (2-[(E)-3-(4-bromophenyl)-2-methylallyloxy]ethanol), CCCCCC.C(CCC)[Li] (n-butyl lithium hexane). The solvent is O1CCCC1 (tetrahydrofuran), C(C)(=O)OCC (ethyl acetate), O1CCCC1 (tetrahydrofuran). Yields the product O1C(CCCC1)OC1OCCCC1 (tetrahydropyranyl ether), N1=CC(=CC=C1)C(C1=CC=C(C=C1)/C=C(/COCCO)\C)O (2-[(E)-3-[4-(pyridin-3-yl-hydroxymethyl)phenyl]-2-methylallyloxy]ethanol). Reaction SMILES: [O:1]1[CH2:6][CH2:5][CH2:4][CH2:3][CH:2]1[O:7][CH:8]1[CH2:13][CH2:12][CH2:11][CH2:10][O:9]1.Br[C:15]1[CH:20]=[CH:19][C:18](/[CH:21]=[C:22](\[CH3:28])/[CH2:23][O:24][CH2:25][CH2:26][OH:27])=[CH:17][CH:16]=1.CCCCCC.C([Li])CCC.[CH:40]1[CH:45]=[N:44][CH:43]=[C:42]([CH:46]=[O:47])[CH:41]=1.[Cl-].[NH4+]>O1CCCC1.C(OCC)(=O)C>[O:1]1[CH2:6][CH2:5][CH2:4][CH2:3][CH:2]1[O:7][CH:8]1[CH2:13][CH2:12][CH2:11][CH2:10][O:9]1.[N:44]1[CH:45]=[CH:40][CH:41]=[C:42]([CH:46]([OH:47])[C:15]2[CH:20]=[CH:19][C:18](/[CH:21]=[C:22](\[CH3:28])/[CH2:23][O:24][CH2:25][CH2:26][OH:27])=[CH:17][CH:16]=2)[CH:43]=1 |f:2.3,5.6|. Procedure: In 10 ml of anhydrous tetrahydrofuran was dissolved 910 mg of tetrahydropyranyl ether of 2-[(E)-3-(4-bromophenyl)-2-methylallyloxy]ethanol, and 1.9 ml of 1.5M n-butyl lithium hexane solution was dropped into the resulting solution at a temperature of -70° C. to -65° C., after which the resulting mixture was subjected to reaction at the same temperature for one hour. To the reaction mixture was dropwise added 1 ml of anhydrous tetrahydrofuran containing 0.27 ml of nicotinic aldehyde at a temperat... The reactants are Cl, [Cu], [I-], [K+], [Na+], O=[N+]([O-])[O-], O, Cc1c(N)cccc1CO, O=S(=O)(O)O. Yields the product Cc1c(I)cccc1CO. RXN SMILES: [ClH:1].[Cu:25].[I-:23].[K+:22].[Na+:17].[O-:18][N+:19](=[O:20])[O-:21].[OH2:24].[OH:2][CH2:3][c:4]1[c:5]([CH3:11])[c:6]([NH2:7])[cH:8][cH:9][cH:10]1.[S:12](=[O:13])(=[O:14])([OH:15])[OH:16]>>[OH:2][CH2:3][c:4]1[c:5]([CH3:11])[c:6]([I:23])[cH:8][cH:9][cH:10]1. The reactants are ClC1=C(C(=O)NC(=O)N(NC(=O)OC(C)(C)C)C2=CC=C(C=C2)C(=O)OC)C(=CC=C1)F (tert-butyl 2-[(2-chloro-6-fluorobenzoyl)carbamoyl]-2-[4-(methoxycarbonyl)phenyl]hydrazinecarboxylate), FC(C(=O)O)(F)F (trifluoro acetic acid). Run in C(Cl)Cl (DCM). Reaction conditions: time 2.5 hour. Yields the product ClC1=C(C(=CC=C1)F)C1=NN(C(N1)=O)C1=CC=C(C(=O)OC)C=C1 (methyl 4-[3-(2-chloro-6-fluorophenyl)-5-oxo-4,5-dihydro-1H-1,2,4-triazol-1-yl]benzoate). Yield: 89.2%. RXN SMILES: [Cl:1][C:2]1[CH:31]=[CH:30][CH:29]=[C:28]([F:32])[C:3]=1[C:4]([NH:6][C:7]([N:9]([C:18]1[CH:23]=[CH:22][C:21]([C:24]([O:26][CH3:27])=[O:25])=[CH:20][CH:19]=1)[NH:10]C(OC(C)(C)C)=O)=[O:8])=O.FC(F)(F)C(O)=O>C(Cl)Cl>[Cl:1][C:2]1[CH:31]=[CH:30][CH:29]=[C:28]([F:32])[C:3]=1[C:4]1[NH:6][C:7](=[O:8])[N:9]([C:18]2[CH:23]=[CH:22][C:21]([C:24]([O:26][CH3:27])=[O:25])=[CH:20][CH:19]=2)[N:10]=1. Procedure: To a solution of tert-butyl 2-[(2-chloro-6-fluorobenzoyl)carbamoyl]-2-[4-(methoxycarbonyl)phenyl]hydrazinecarboxylate (3.0 g, 6.45 mmol) in DCM (30 mL) was added trifluoro acetic acid (2.0 mL). The reaction mass was stirred at RT for 2-3 h. Excess of solvent was removed at low temperature. The reaction mass was quenched in ice and filtered off to afford 2.0 g of desired product. 1H NMR (300 MHz, DMSO d6): δ 3.86 (s, 3H), 7.51-7.60 (m, 2H), 7.70 (br s, 1H), 8.09 (br s, 4H), 12.79 (br s, 1H); MS (... Starting materials: N[C@@H](CCCNC(N)=N)C(=O)N[C@@H](CO)C(=O)N[C@@H](CCCCNS(=O)(=O)C1=CC=C(C)C=C1)C(=O)N[C@@H](CCC(O)=O)C(=O)O (H-Arg-Ser-Lys(Tos)-Glu-OH), N([C@@H](CO)C(=O)N[C@@H](CC(C)C)C(=O)NN)C(=O)OCC1=CC=CC=C1 (Z-Ser-Leu-NHNH2), [N-]=[N+]=[N-] (azide), Cl.O1CCOCC1 (hydrochloric acid dioxane), N(=O)OCCC(C)C (isoamyl nitrite). The solvent is CN(C=O)C (dimethylformamide), C(C)N(CC)CC (triethylamine), CN(C=O)C (dimethylformamide), hydrazide, CN(C=O)C (dimethylformamide), C(C)N(CC)CC (triethylamine). Reaction conditions: temperature -15 celsius, time 2 hour. Yields the product N([C@@H](CO)C(=O)N[C@@H](CC(C)C)C(=O)N[C@@H](CCCNC(N)=N)C(=O)N[C@@H](CO)C(=O)N[C@@H](CCCCNS(=O)(=O)C1=CC=C(C)C=C1)C(=O)N[C@@H](CCC(O)=O)C(=O)O)C(=O)OCC1=CC=CC=C1 (Z-Ser-Leu-Arg-Ser-Lys(Tos)-Glu-OH). RXN SMILES: [NH:1]([C:17]([O:19][CH2:20][C:21]1[CH:26]=[CH:25][CH:24]=[CH:23][CH:22]=1)=[O:18])[C@H:2]([C:5]([NH:7][C@H:8]([C:13]([NH:15]N)=[O:14])[CH2:9][CH:10]([CH3:12])[CH3:11])=[O:6])[CH2:3][OH:4].Cl.O1CCOCC1.N(OCCC(C)C)=O.[N-]=[N+]=[N-].N[C@H:46]([C:54]([NH:56][C@H:57]([C:60]([NH:62][C@H:63]([C:79]([NH:81][C@H:82]([C:88]([OH:90])=[O:89])[CH2:83][CH2:84][C:85](=[O:87])[OH:86])=[O:80])[CH2:64][CH2:65][CH2:66][CH2:67][NH:68][S:69]([C:72]1[CH:78]=[CH:77][C:75]([CH3:76])=[CH:74][CH:73]=1)(=[O:71])=[O:70])=[O:61])[CH2:58][OH:59])=[O:55])[CH2:47][CH2:48][CH2:49][NH:50][C:51](=[NH:53])[NH2:52]>CN(C)C=O.C(N(CC)CC)C>[NH:1]([C:17]([O:19][CH2:20][C:21]1[CH:26]=[CH:25][CH:24]=[CH:23][CH:22]=1)=[O:18])[C@H:2]([C:5]([NH:7][C@H:8]([C:13]([NH:15][C@H:46]([C:54]([NH:56][C@H:57]([C:60]([NH:62][C@H:63]([C:79]([NH:81][C@H:82]([C:88]([OH:90])=[O:89])[CH2:83][CH2:84][C:85](=[O:86])[OH:87])=[O:80])[CH2:64][CH2:65][CH2:66][CH2:67][NH:68][S:69]([C:72]1[CH:78]=[CH:77][C:75]([CH3:76])=[CH:74][CH:73]=1)(=[O:71])=[O:70])=[O:61])[CH2:58][OH:59])=[O:55])[CH2:47][CH2:48][CH2:49][NH:50][C:51](=[NH:52])[NH2:53])=[O:14])[CH2:9][CH:10]([CH3:12])[CH3:11])=[O:6])[CH2:3][OH:4] |f:1.2|. Procedure: 1.03 Grams of Z-Ser-Leu-NHNH2 was dissolved in 15 ml of dimethylformamide, then 1.41 ml of 6N-hydrochloric acid/dioxane was further added thereto, and the mixture was cooled to -15° C., then 0.38 ml of isoamyl nitrite was added under a stirring condition. After the reaction mixture shows a negative reaction in hydrazide test, then a cold solution of 0.40 ml of dimethylformamide with 1.18 ml of triethylamine was added drop by drop in small amounts to neutralize the reaction mixture. This reaction...